This data is from the Open Reaction Database (ORD), a public repository of structured organic reaction records. The task is: describe an organic reaction: reactants, conditions, products, and yield Reactants: BrC=1C(=NC=C(C(=O)OC)C1)OC1CCCC1 (methyl 5-bromo-6-(cyclopentyloxy)nicotinate), C(CCC)[Sn](C1=NC=CC=C1)(CCCC)CCCC (2-(tributylstannyl)pyridine). Run in CN(C)C=O (DMF). The product is C1(CCCC1)OC1=NC=C(C(=O)OC)C=C1C1=NC=CC=C1 (methyl 6-(cyclopentyloxy)-5-(pyridin-2-yl)nicotinate). Yield: 42.1%. RXN SMILES: Br[C:2]1[C:3]([O:12][CH:13]2[CH2:17][CH2:16][CH2:15][CH2:14]2)=[N:4][CH:5]=[C:6]([CH:11]=1)[C:7]([O:9][CH3:10])=[O:8].C([Sn](CCCC)(CCCC)[C:23]1[CH:28]=[CH:27][CH:26]=[CH:25][N:24]=1)CCC>CN(C=O)C>[CH:13]1([O:12][C:3]2[C:2]([C:23]3[CH:28]=[CH:27][CH:26]=[CH:25][N:24]=3)=[CH:11][C:6]([C:7]([O:9][CH3:10])=[O:8])=[CH:5][N:4]=2)[CH2:17][CH2:16][CH2:15][CH2:14]1. Procedure: A solution of methyl 5-bromo-6-(cyclopentyloxy)nicotinate (4.53 g, 15.1 mmol) and 2-(tributylstannyl)pyridine (5.00 g, 13.6 mmol) was stirred in 100 mL of DMF at 120° C. for 6 h. The resulting solution was cooled and concentrated in vacuo. The crude reaction mixture was then partitioned between EtOAc and water. The layers were separated and the aqueous layer was extracted 1×EtOAc. The organic phases were combined, washed 3× brine, dried over MgSO4, filtered and concentrated under reduced pressur... Reactants: ClCCl, CC(C)(C)OC(=O)CCC(=O)c1ccc(OCc2c(F)cccc2F)cc1, O=C(O)C(F)(F)F. Product: O=C(O)CCC(=O)c1ccc(OCc2c(F)cccc2F)cc1. RXN SMILES: [Cl:35][CH2:36][Cl:37].[F:1][c:2]1[c:3]([CH2:4][O:5][c:6]2[cH:7][cH:8][c:9]([C:12]([CH2:13][CH2:14][C:15](=[O:16])[O:17][C:18]([CH3:19])([CH3:20])[CH3:21])=[O:22])[cH:10][cH:11]2)[c:23]([F:27])[cH:24][cH:25][cH:26]1.[OH:28][C:29]([C:30]([F:31])([F:32])[F:33])=[O:34]>>[F:1][c:2]1[c:3]([CH2:4][O:5][c:6]2[cH:7][cH:8][c:9]([C:12]([CH2:13][CH2:14][C:15](=[O:16])[OH:17])=[O:22])[cH:10][cH:11]2)[c:23]([F:27])[cH:24][cH:25][cH:26]1. The reactants are ClC1=C2N=CN(C2=NC(=N1)NC=O)OC[C@H]1OC(OC1)(C)C ((S)-6-chloro-9-(2,2-dimethyl-1,3-dioxolan-4-ylmethoxy)-2-formamidopurine), N (ammonia). Solvent: CO (methanol). Yields the product NC1=NC(=C2N=CN(C2=N1)OC[C@H]1OC(OC1)(C)C)Cl ((S)-2-Amino-6-chloro-9-(2,2-dimethyl-1,3-dioxolan-4-ylmethoxy)purine). As a reaction SMILES: [Cl:1][C:2]1[N:10]=[C:9]([NH:11]C=O)[N:8]=[C:7]2[C:3]=1[N:4]=[CH:5][N:6]2[O:14][CH2:15][C@@H:16]1[CH2:20][O:19][C:18]([CH3:22])([CH3:21])[O:17]1.N>CO>[NH2:11][C:9]1[N:8]=[C:7]2[C:3]([N:4]=[CH:5][N:6]2[O:14][CH2:15][C@@H:16]2[CH2:20][O:19][C:18]([CH3:21])([CH3:22])[O:17]2)=[C:2]([Cl:1])[N:10]=1. Procedure: A solution of (S)-6-chloro-9-(2,2-dimethyl-1,3-dioxolan-4-ylmethoxy)-2-formamidopurine (400 mg, 1.22 mmol) in methanol (10 ml) and 0.88 ammonia (10 ml) was stirred at 25° C. for 4 h. The solution was evaporated under reduced pressure and the residue chromatographed on silica, eluting with ethyl (2,2-dimethyl-1,3-dioxolan-4-ylmethoxy)purine (270 mg, 74%) as a white Solid; m.p. 118°-120° C. υmax (KBr) 3450, 3320, 3210, 1650, 1630, 1620, 1560, 1510 and 1470 cm-1 ; δH(CDCl3) 1.36(3H,S,CH3), 1.42(3H,... Starting materials: Nc1nc(Cl)c(Cl)nc1C=NSc1ccccc1Cl, ClSc1ccccc1Cl, [NH4+], [OH-]. The product is NSc1ccccc1Cl. Reaction SMILES: [Cl:1][c:2]1[n:3][c:4]([CH:5]=[N:11][S:12][c:13]2[c:14]([Cl:19])[cH:15][cH:16][cH:17][cH:18]2)[c:6]([NH2:7])[n:8][c:9]1[Cl:10].[Cl:20][c:21]1[cH:22][cH:23][cH:24][cH:25][c:26]1[S:27][Cl:28].[NH4+:29].[OH-:30]>>[NH2:11][S:12][c:13]1[c:14]([Cl:19])[cH:15][cH:16][cH:17][cH:18]1. The reactants are Cl (hydrochloric acid), NC1=CC=C(C(=O)NC2=CC=CC=C2)C=C1 (4-aminobenzanilide), ice water, CN(S(=O)(=O)Cl)C (dimethylaminosulfonyl chloride). Run in N1=CC=CC=C1 (pyridine). The product is CN(S(=O)(=O)NC1=CC=C(C(=O)NC2=CC=CC=C2)C=C1)C (4-[(dimethylaminosulfonyl)amino]benzanilide). The yield is 57.4%. Reaction SMILES: [NH2:1][C:2]1[CH:16]=[CH:15][C:5]([C:6]([NH:8][C:9]2[CH:14]=[CH:13][CH:12]=[CH:11][CH:10]=2)=[O:7])=[CH:4][CH:3]=1.[CH3:17][N:18]([CH3:23])[S:19](Cl)(=[O:21])=[O:20].Cl>N1C=CC=CC=1>[CH3:17][N:18]([CH3:23])[S:19]([NH:1][C:2]1[CH:16]=[CH:15][C:5]([C:6]([NH:8][C:9]2[CH:14]=[CH:13][CH:12]=[CH:11][CH:10]=2)=[O:7])=[CH:4][CH:3]=1)(=[O:21])=[O:20]. Reported procedure: To a solution of 1.0 g of 4-aminobenzanilide 4 dissolved in 10 ml of dried pyridine is added 1.01 g of dimethylaminosulfonyl chloride 5 at room temperature, and the mixture is stirred over-night. The reaction mixture is poured into ice-water, acidified with 6N hydrochloric acid, and extracted with a mixture of methylene chloride-methanol. The organic layer is extracted again with 10% sodium hydroxide solution. The alkaline layer is acidified with 6N hydrochloric acid; the precipitate is collecte... The reactants are O=C(O)c1ccccc1NCc1ccnc(Br)c1, O=C([O-])O, Cn1cc2ccc(N)cc2n1, CN1CCOCC1, CN(C)C=O, [Na+]. Yields the product Cn1cc2ccc(NC(=O)c3ccccc3NCc3ccnc(Br)c3)cc2n1. Reaction SMILES: [Br:1][c:2]1[n:3][cH:4][cH:5][c:6]([CH2:8][NH:9][c:10]2[c:11]([C:12](=[O:13])[OH:14])[cH:15][cH:16][cH:17][cH:18]2)[cH:7]1.[C:42](=[O:43])([OH:44])[O-:45].[CH3:19][n:20]1[n:21][c:22]2[cH:23][c:24]([NH2:29])[cH:25][cH:26][c:27]2[cH:28]1.[CH3:30][N:31]1[CH2:32][CH2:33][O:34][CH2:35][CH2:36]1.[CH3:37][N:38]([CH3:39])[CH:40]=[O:41].[Na+:46]>>[Br:1][c:2]1[n:3][cH:4][cH:5][c:6]([CH2:8][NH:9][c:10]2[c:11]([C:12](=[O:14])[NH:29][c:24]3[cH:23][c:22]4[n:21][n:20]([CH3:19])[cH:28][c:27]4[cH:26][cH:25]3)[cH:15][cH:16][cH:17][cH:18]2)[cH:7]1. The reactants are ClC1=C2C(=NC=C1C(=O)O)N(N=C2)CC (4-Chloro-1-ethyl-1H-pyrazolo[3,4-b]pyridine-5-carboxylic acid). Run in S(=O)(Cl)Cl (thionyl chloride). Reaction conditions: temperature 95 celsius, time 1 hour. Product: ClC1=C2C(=NC=C1C=1OC(=NN1)C(C)C)N(N=C2)CC (4-Chloro-1-ethyl-5-(5-isopropyl-1,3,4-oxadiazol-2-yl)-1H-pyrazolo[3,4-b]pyridine). Isolated yield 151.6%. As a reaction SMILES: [Cl:1][C:2]1[C:7]([C:8]([OH:10])=O)=[CH:6][N:5]=[C:4]2[N:11]([CH2:14][CH3:15])[N:12]=[CH:13][C:3]=12>S(Cl)(Cl)=O>[Cl:1][C:2]1[C:7]([C:8]2[O:10][C:4]([CH:3]([CH3:13])[CH3:2])=[N:11][N:12]=2)=[CH:6][N:5]=[C:4]2[N:11]([CH2:14][CH3:15])[N:12]=[CH:13][C:3]=12. Reported procedure: Intermediate 11 (0.05 g) was dissolved in thionyl chloride (1 ml) and the mixture was heated at reflux (95° C.) with stirring for 1 h. After cooling to room temperature, excess thionyl chloride was removed by evaporation under reduced pressure and the resultant solid dissolved in anhydrous acetonitrile (0.5 ml). This solution was added to a solution of isobutyric acid hydrazide (0.025 g) and diisopropylethylamine (0.058 ml) in anhydrous acetonitrile (1 ml), and the mixture stirred for a further ...